describe an organic reaction: reactants, conditions, products, and yield From a dataset of the Open Reaction Database (ORD), a public repository of structured organic reaction records. The reactants are C1(=CC=C(C=C1)S(=O)(=O)OCCN1C(C2=C3C(=CC=4C2=C(C1=O)C=CC4)C=CC=C3)=O)C (2-[2-(p-toluenesulfonyloxy)ethyl]-1,2-dihydro-3H-dibenz[de,h]isoquinoline-1,3-dione), C(CCN)N (1,3-propanediamine), C([O-])([O-])=O.[Na+].[Na+] (sodium carbonate). The solvent is C(C)#N (acetonitrile). Product: O=C1N(C(C2=C3C(C=C4C(=C13)C=CC=C4)=CC=C2)=O)CCNCCCNCCN2C(C4=C1C(=CC=3C4=C(C2=O)C=CC3)C=CC=C1)=O (N,N'-bis[2-(1,2-dihydro-1,3-dioxo-3H-dibenz[de,h]isoquinolin-2-yl)ethyl]-1,3-propanediamine). Yield: 19.3%. RXN SMILES: C1(C)C=CC(S(O[CH2:11][CH2:12][N:13]2[C:22](=[O:23])[C:21]3[CH:24]=[CH:25][CH:26]=[C:19]4[C:20]=3[C:15](=[C:16]3[CH:30]=[CH:29][CH:28]=[CH:27][C:17]3=[CH:18]4)[C:14]2=[O:31])(=O)=O)=CC=1.[CH2:33]([NH2:37])[CH2:34][CH2:35][NH2:36].[C:38](=[O:41])([O-])[O-].[Na+].[Na+]>C(#N)C>[O:31]=[C:14]1[C:15]2[C:20]3[C:19](=[CH:26][CH:25]=[CH:24][C:21]=3[C:22](=[O:23])[N:13]1[CH2:12][CH2:11][NH:36][CH2:35][CH2:34][CH2:33][NH:37][CH2:11][CH2:12][N:13]1[C:22](=[O:23])[C:21]3[CH:24]=[CH:25][CH:26]=[C:19]4[C:20]=3[C:15](=[C:16]3[CH:30]=[CH:29][CH:28]=[CH:27][C:17]3=[CH:18]4)[C:38]1=[O:41])[CH:18]=[C:17]1[CH:27]=[CH:28][CH:29]=[CH:30][C:16]1=2 |f:2.3.4|. Procedure details: A mixture of 2.2 g (5 mmol) of 2-[2-(p-toluenesulfonyloxy)ethyl]-1,2-dihydro-3H-dibenz[de,h]isoquinoline-1,3-dione, 0.4 g (2.5 mmol) of 1,3-propanediamine in 200 ml of acetonitrile is refluxed in the presence of 0.6 g (5.6 mmol) of sodium carbonate for 24 hours. The reaction mixture is concentrated in vacuo. The residue is treated with water (100 ml) and extracted with dichloromethane. The organic layers are combined, dried with magnesium sulfate, filtered, and concentrated in vacuo. The residue... Reactants: N(=NC(=O)OCC)C(=O)OCC (Diethyl azodicarboxylate), C(C=C)OC([C@@H](NC(=O)OC(C)(C)C)CCO)=O ((±)-N-(tert-butoxycarbonyl)homoserine allyl ester), C1(C=2C(C(N1)=O)=CC=CC2)=O (phthalimide), C1(=CC=CC=C1)P(C1=CC=CC=C1)C1=CC=CC=C1 (triphenylphosphine). The product is C(C=C)OC(C(NC(=O)OC(C)(C)C)CCN1C(C=2C(C1=O)=CC=CC2)=O)=O ((±)-N-(tert-Butoxycarbonyl)-2-(phthalimidoethyl)glycine Allyl Ester). The yield is 72.6%. Reaction SMILES: N(C(OCC)=O)=NC(OCC)=O.[CH2:13]([O:16][C:17](=[O:30])[C@H:18]([CH2:27][CH2:28]O)[NH:19][C:20]([O:22][C:23]([CH3:26])([CH3:25])[CH3:24])=[O:21])[CH:14]=[CH2:15].[C:31]1(=[O:41])[NH:35][C:34](=[O:36])[C:33]2=[CH:37][CH:38]=[CH:39][CH:40]=[C:32]12.C1(P(C2C=CC=CC=2)C2C=CC=CC=2)C=CC=CC=1>>[CH2:13]([O:16][C:17](=[O:30])[CH:18]([CH2:27][CH2:28][N:35]1[C:34](=[O:36])[C:33]2=[CH:37][CH:38]=[CH:39][CH:40]=[C:32]2[C:31]1=[O:41])[NH:19][C:20]([O:22][C:23]([CH3:26])([CH3:25])[CH3:24])=[O:21])[CH:14]=[CH2:15]. Procedure details: Diethyl azodicarboxylate (5.7 ml, 36.2 mmol, abbreviated as DEAD hereinafter) was added dropwise to a mixture of (±)-N-(tert-butoxycarbonyl)homoserine allyl ester (7.79 g, 30.0 mmol), phthalimide (4.41 g, 30 mmol), triphenylphosphine (9.45 g, 36.0 mmol) and tetrahydrofuiran (75 ml) at room temperature with stirring. This mixture was stirred for 1 hour. The solvent of the reaction mixture was evaporated under reduced pressure. The residue was purified by chromatography on a silica gel column usin... The reactants are CC(Cl)Cl, CN1C2CCCC1(N)CC2, O, O=C(O)C(F)(F)F. The product is CN1C2CCCC1(N)CC2, O=C(O)C(F)(F)F. Reaction SMILES: [Cl:11][CH:12]([Cl:13])[CH3:14].[NH2:1][C:2]12[CH2:3][CH2:4][CH2:5][CH:6]([CH2:7][CH2:8]1)[N:9]2[CH3:10].[OH2:22].[OH:15][C:16](=[O:17])[C:18]([F:19])([F:20])[F:21]>>[NH2:1][C:2]12[CH2:3][CH2:4][CH2:5][CH:6]([CH2:7][CH2:8]1)[N:9]2[CH3:10].[O:15]=[C:16]([OH:17])[C:18]([F:19])([F:20])[F:21]. Reactants: CO (MeOH), [OH-].[Na+] (NaOH), C(C)(=O)OCCCCCCCCCCCCC1=CC=C(C=C1)I (12-(p-Iodophenyl)dodecyl acetate). Run in O (H2O), C1CCOC1 (THF). Conditions: time 5 hour. Yields the product IC1=CC=C(C=C1)CCCCCCCCCCCCO (12-(p-Iodophenyl)dodecanol). Isolated yield 0.1%. Reaction SMILES: C([O:4][CH2:5][CH2:6][CH2:7][CH2:8][CH2:9][CH2:10][CH2:11][CH2:12][CH2:13][CH2:14][CH2:15][CH2:16][C:17]1[CH:22]=[CH:21][C:20]([I:23])=[CH:19][CH:18]=1)(=O)C.CO.[OH-].[Na+]>C1COCC1.O>[I:23][C:20]1[CH:19]=[CH:18][C:17]([CH2:16][CH2:15][CH2:14][CH2:13][CH2:12][CH2:11][CH2:10][CH2:9][CH2:8][CH2:7][CH2:6][CH2:5][OH:4])=[CH:22][CH:21]=1 |f:2.3|. Reported procedure: 12-(p-Iodophenyl)dodecyl acetate 34 (872 mg, 2.03 mol) was dissolved in THF (4 ml) and MeOH (4 ml) mixture, and a solution of NaOH (325 mg, 8.11 mmol) in H2O (1 ml) was added. The mixture was stirred at room temperature for 5 h, quenched with 1 N HCl to pH 7, diluted with NaHCO3 solution and extracted with EtOAc. The extract was dried over Na2SO4 and the solvent was evaporated. Silica gel chromatography of the residue in hexane-ethyl acetate (95:5, 90:10) yielded the product (682 mg, 87%) as a w... Starting materials: N#CC1(c2cccc(Br)c2)CCOCC1, O=C([O-])[O-], CCCCCC, CCOC(C)=O, CN1CCCC1=O, [Cs+], [Cs+], Nc1ccc(S)cc1, [Na+], [Na+], O=C([O-])[O-], O. The product is N#CC1(c2cccc(Sc3ccc(N)cc3)c2)CCOCC1. Reaction SMILES: [Br:1][c:2]1[cH:3][c:4]([C:8]2([C:14]#[N:15])[CH2:9][CH2:10][O:11][CH2:12][CH2:13]2)[cH:5][cH:6][cH:7]1.[C:22](=[O:23])([O-:24])[O-:25].[CH3:36][CH2:37][CH2:38][CH2:39][CH2:40][CH3:41].[CH3:42][CH2:43][O:44][C:45](=[O:46])[CH3:47].[CH3:49][N:50]1[CH2:51][CH2:52][CH2:53][C:54]1=[O:55].[Cs+:26].[Cs+:27].[NH2:28][c:29]1[cH:30][cH:31][c:32]([SH:35])[cH:33][cH:34]1.[Na+:16].[Na+:17].[O-:18][C:19](=[O:20])[O-:21].[OH2:48]>>[c:2]1([S:35][c:32]2[cH:31][cH:30][c:29]([NH2:28])[cH:34][cH:33]2)[cH:3][c:4]([C:8]2([C:14]#[N:15])[CH2:9][CH2:10][O:11][CH2:12][CH2:13]2)[cH:5][cH:6][cH:7]1.